From a dataset of the Open Reaction Database (ORD), a public repository of structured organic reaction records. describe an organic reaction: reactants, conditions, products, and yield Reactants: OC(C)C=1OC(=CN1)CN1N=CC(=N1)NC(=O)C=1N=C(OC1C1=CC(=CC=C1)OC(F)(F)F)C (2-methyl-5-(3-trifluoromethoxy-phenyl)-oxazole-4-carboxylic acid {2-[2-(1-hydroxy-ethyl)-oxazol-5-ylmethyl}-2H-[1,2,3]triazol-4-yl]-amide), N#N (N2). Reagents/catalysts: O=[Mn]=O (MnO2). Run in C(=O)(C)C#N (AcCN). Run at time 8 hour. The product is C(C)(=O)C=1OC(=CN1)CN1N=CC(=N1)NC(=O)C=1N=C(OC1C1=CC(=CC=C1)OC(F)(F)F)C (2-Methyl-5-(3-trifluoromethoxy-phenyl)-oxazole-4-carboxylic acid [2-(2-acetyl-oxazol-5-ylmethyl)-2H-[1,2,3]triazol-4-yl]-amide). Reaction SMILES: N#N.[OH:3][CH:4]([C:6]1[O:7][C:8]([CH2:11][N:12]2[N:16]=[C:15]([NH:17][C:18]([C:20]3[N:21]=[C:22]([CH3:36])[O:23][C:24]=3[C:25]3[CH:30]=[CH:29][CH:28]=[C:27]([O:31][C:32]([F:35])([F:34])[F:33])[CH:26]=3)=[O:19])[CH:14]=[N:13]2)=[CH:9][N:10]=1)[CH3:5]>C(C#N)(C)=O.O=[Mn]=O>[C:4]([C:6]1[O:7][C:8]([CH2:11][N:12]2[N:16]=[C:15]([NH:17][C:18]([C:20]3[N:21]=[C:22]([CH3:36])[O:23][C:24]=3[C:25]3[CH:30]=[CH:29][CH:28]=[C:27]([O:31][C:32]([F:34])([F:35])[F:33])[CH:26]=3)=[O:19])[CH:14]=[N:13]2)=[CH:9][N:10]=1)(=[O:3])[CH3:5]. Procedure: In a flame dried round-bottomed flask equipped with a magnetic stir bar and under inert atmosphere (N2), a solution of 2-methyl-5-(3-trifluoromethoxy-phenyl)-oxazole-4-carboxylic acid {2-[2-(1-hydroxy-ethyl)-oxazol-5-ylmethyl}-2H-[1,2,3]triazol-4-yl]-amide (54 mg, 0.11 mmol) in AcCN (1.5 mL) was treated at rt with MnO2 (85 mg, 0.85 mmol) and the reaction mixture was stirred at rt overnight before being filtered through Celite. The solvent was removed under reduced pressure and the residue was di... Reactants: C(C(=C)C)(=O)OC (methyl methacrylate), C(C=C)(=O)N (acrylamide), S(=O)(=O)([O-])OOS(=O)(=O)[O-].[K+].[K+] (potassium persulfate). The solvent is O (water). Run at temperature 70 celsius. The product is C(C(=C)C)(=O)OC.C(C=C)(=O)N (methyl methacrylate acrylamide). RXN SMILES: [C:1]([O:6][CH3:7])(=[O:5])[C:2]([CH3:4])=[CH2:3].[C:8]([NH2:12])(=[O:11])[CH:9]=[CH2:10].S(OOS([O-])(=O)=O)([O-])(=O)=O.[K+].[K+]>O>[C:1]([O:6][CH3:7])(=[O:5])[C:2]([CH3:4])=[CH2:3].[C:8]([NH2:12])(=[O:11])[CH:9]=[CH2:10] |f:2.3.4,6.7|. Procedure: Twenty parts by weight of methyl methacrylate, 80 parts by weight of acrylamide, 0.3 parts by weight of potassium persulfate and 1,500 parts by weight of ion-exchanged water were places in a reaction vessel, and the inside of the reaction vessel was filled with nitrogen gas while maintaining a temperature of 70° C. The reaction was continued until the monomer had completely changed to the polymer, and an aqueous solution of methyl methacrylate/acrylamide copolymer was obtained. The obtained aque... Reactants: CC(C)(C)OC(=O)NC(CCO)C(=O)O, ClCCl, [N-]=[N+]=C(c1ccccc1)c1ccccc1. Yields the product CC(C)(C)OC(=O)NC(CCO)C(=O)OC(c1ccccc1)c1ccccc1. Reaction SMILES: [C:1]([CH3:2])([CH3:3])([CH3:4])[O:5][C:6](=[O:7])[NH:8][CH:9]([CH2:10][CH2:11][OH:12])[C:13](=[O:14])[OH:15].[CH2:31]([Cl:32])[Cl:33].[c:16]1([C:22](=[N+:23]=[N-:24])[c:25]2[cH:26][cH:27][cH:28][cH:29][cH:30]2)[cH:17][cH:18][cH:19][cH:20][cH:21]1>>[C:1]([CH3:2])([CH3:3])([CH3:4])[O:5][C:6](=[O:7])[NH:8][CH:9]([CH2:10][CH2:11][OH:12])[C:13]([O:14][CH:22]([c:16]1[cH:17][cH:18][cH:19][cH:20][cH:21]1)[c:25]1[cH:26][cH:27][cH:28][cH:29][cH:30]1)=[O:15]. Reactants: CCOC(=O)C(F)(F)Br, CS(C)=O, [Cl-], Clc1cccc(I)c1, [Cu], [NH4+]. Yields the product CCOC(=O)C(F)(F)c1cccc(Cl)c1. Reaction SMILES: [Br:1][C:2]([C:3](=[O:4])[O:5][CH2:6][CH3:7])([F:8])[F:9].[CH3:18][S:19]([CH3:20])=[O:21].[Cl-:22].[Cl:10][c:11]1[cH:12][c:13]([I:17])[cH:14][cH:15][cH:16]1.[Cu:24].[NH4+:23]>>[C:2]([C:3](=[O:4])[O:5][CH2:6][CH3:7])([F:8])([F:9])[c:13]1[cH:12][c:11]([Cl:10])[cH:16][cH:15][cH:14]1. Reagents/catalysts: [Cl-].[Zn+2].[Cl-] (zinc chloride). Solvent: C1CCOC1 (THF), C1CCOC1 (THF), C1CCOC1 (THF). Product: Br\C=C/N(C1=NC=CC=C1)\C=C/Br (N,N-bis((Z)-2-bromovinyl)pyridin-2-amine). Isolated yield 89.7%. Reactants: C(CCC)[Li] (Butyllithium), BrC(=CN(C1=NC=CC=C1)C=C(Br)Br)Br (N,N-bis(2,2-dibromovinyl)pyridin-2-amine), C(C)(=O)O (acetic acid), ice, Cl (HCl). Reaction conditions: temperature 0 celsius, time 30 minute. Reported procedure: An oven-dried 500 mL, 3-neck flask with magnetic stirrer, addition funnel, thermocouple and nitrogen inlet was charged with anhydrous zinc chloride (15.0 g, 0.11 mol) and cooled in an ice/salt bath. 100 mL of THF was then added dropwise. Butyllithium (134 mL, 2.5 M in hexanes, 0.34 mol) was then added dropwise such that the temperature was maintained below 0° C., giving a milky white solution that was stirred at 0° C. for 30 minutes. The ice/salt bath was replaced with a dry ice/acetone bath and... Reaction SMILES: C([Li])CCC.[Br:6][C:7](Br)=[CH:8][N:9]([CH:16]=[C:17](Br)[Br:18])[C:10]1[CH:15]=[CH:14][CH:13]=[CH:12][N:11]=1.C(O)(=O)C.Cl>C1COCC1.[Cl-].[Zn+2].[Cl-]>[Br:6]/[CH:7]=[CH:8]\[N:9](/[CH:16]=[CH:17]\[Br:18])[C:10]1[CH:15]=[CH:14][CH:13]=[CH:12][N:11]=1 |f:5.6.7|. Starting materials: [BH3-]C#N, CC(=O)O, CC#N, CC=O, CC(C)(C)OC(=O)NCc1cccc(N)c1, [Na+], O. Product: CCN(CC)c1cccc(CNC(=O)OC(C)(C)C)c1. RXN SMILES: [C:20]([BH3-:21])#[N:22].[C:24]([CH3:25])([OH:26])=[O:27].[CH3:28][C:29]#[N:30].[CH:1]([CH3:2])=[O:3].[NH2:4][c:5]1[cH:6][c:7]([CH2:8][NH:9][C:10]([O:11][C:12]([CH3:13])([CH3:14])[CH3:15])=[O:16])[cH:17][cH:18][cH:19]1.[Na+:23].[OH2:31]>>[CH2:1]([CH3:2])[N:4]([c:5]1[cH:6][c:7]([CH2:8][NH:9][C:10]([O:11][C:12]([CH3:13])([CH3:14])[CH3:15])=[O:16])[cH:17][cH:18][cH:19]1)[CH2:24][CH3:25]. RXN SMILES: [C:1]([C:2](=[O:3])[OH:4])(=[O:5])[OH:6].[C:51](=[O:52])([OH:53])[O-:54].[CH3:56][S:57](=[O:58])[CH3:59].[Cl:7][c:8]1[cH:9][c:10]([O:16][CH:17]([CH2:18][CH2:19][CH2:20][NH:21][CH3:22])[c:23]2[cH:24][o:25][cH:26][cH:27]2)[c:11]([C:12]#[N:13])[cH:14][cH:15]1.[N-:29]=[N+:30]=[N-:31].[Na+:28].[Na+:55].[O:61]1[CH2:62][CH2:63][CH2:64][CH2:65]1.[OH2:60].[c:32]1([P:33]([c:34]2[cH:35][cH:36][cH:37][cH:38][cH:39]2)[c:40]2[cH:41][cH:42][cH:43][cH:44][cH:45]2)[cH:46][cH:47][cH:48][cH:49][cH:50]1>>[C:1]([C:2](=[O:3])[OH:4])(=[O:5])[OH:6].[Cl:7][c:8]1[cH:9][c:10]([O:16][CH:17]([CH2:18][CH2:19][CH2:20][NH2:21])[c:23]2[cH:24][o:25][cH:26][cH:27]2)[c:11]([C:12]#[N:13])[cH:14][cH:15]1. The product is O=C(O)C(=O)O, N#Cc1ccc(Cl)cc1OC(CCCN)c1ccoc1. Reactants: O=C(O)C(=O)O, O=C([O-])O, CS(C)=O, CNCCCC(Oc1cc(Cl)ccc1C#N)c1ccoc1, [N-]=[N+]=[N-], [Na+], [Na+], C1CCOC1, O, c1ccc(P(c2ccccc2)c2ccccc2)cc1. The reactants are N[C@H]1CC[C@@H](N(C1)C(=O)OC(C)(C)C)CCN1C(COC2=C1C=C(C=C2)C#N)=O (tert-butyl (2R,5S)-5-amino-2-[2-(6-cyano-3-oxo-2,3-dihydro-4H-1,4-benzoxazin-4-yl)ethyl]piperidine-1-carboxylate), N[C@H]1CC[C@@H](N(C1)C(=O)OC(C)(C)C)CCN1C(COC2=C1C=C(C=C2)C#N)=O (tert-butyl (2R,5S)-5-amino-2-[2-(6-cyano-3-oxo-2,3-dihydro-4H-1,4-benzoxazin-4-yl)ethyl]piperidine-1-carboxylate), O=C1NC2=C(OC1)C=CC(=N2)C=O (3-oxo-3,4-dihydro-2H-pyrido[3,2-b][1,4]oxazine-6-carbaldehyde), powder, [BH3-]C#N.[Na+] (NaCNBH3). Solvent: CO (methanol). Reaction conditions: temperature 80 celsius, time 8 hour. Yields the product C(#N)C=1C=CC2=C(N(C(CO2)=O)CC[C@@H]2N(C[C@H](CC2)NCC=2C=CC=3OCCNC3N2)C(=O)OC(C)(C)C)C1 (tert-Butyl (2R,5S)-2-[2-(6-cyano-3-oxo-2,3-dihydro-4H-1,4-benzoxazin-4-yl)ethyl]-5-{[(3,4-dihydro-2H-pyrido[3,2-b][1,4]oxazin-6-yl)methyl]amino}piperidine-1-carboxylate). RXN SMILES: [NH2:1][C@@H:2]1[CH2:7][N:6]([C:8]([O:10][C:11]([CH3:14])([CH3:13])[CH3:12])=[O:9])[C@@H:5]([CH2:15][CH2:16][N:17]2[C:22]3[CH:23]=[C:24]([C:27]#[N:28])[CH:25]=[CH:26][C:21]=3[O:20][CH2:19][C:18]2=[O:29])[CH2:4][CH2:3]1.O=[C:31]1[CH2:36][O:35][C:34]2[CH:37]=[CH:38][C:39]([CH:41]=O)=[N:40][C:33]=2[NH:32]1.[BH3-]C#N.[Na+]>CO>[C:27]([C:24]1[CH:25]=[CH:26][C:21]2[O:20][CH2:19][C:18](=[O:29])[N:17]([CH2:16][CH2:15][C@H:5]3[CH2:4][CH2:3][C@H:2]([NH:1][CH2:41][C:39]4[CH:38]=[CH:37][C:34]5[O:35][CH2:36][CH2:31][NH:32][C:33]=5[N:40]=4)[CH2:7][N:6]3[C:8]([O:10][C:11]([CH3:13])([CH3:12])[CH3:14])=[O:9])[C:22]=2[CH:23]=1)#[N:28] |f:2.3|. Procedure details: A mixture of tert-butyl (2R,5S)-5-amino-2-[2-(6-cyano-3-oxo-2,3-dihydro-4H-1,4-benzoxazin-4-yl)ethyl]piperidine-1-carboxylate (Intermediate 183, 0.14 g), 3-oxo-3,4-dihydro-2H-pyrido[3,2-b][1,4]oxazine-6-carbaldehyde (WO 2004/058144) (75 mg) and 3 Å molecular sieves powder (70 mg) in methanol (8 mL) was heated at 80° C. for 1 hour. The solution was cooled to 0° C. and NaCNBH3 (33 mg) was added. After stirring at room temperature overnight, the reaction was filtered and concentrated. The residue w... The reactants are C1(=CC=CC=C1)S(=O)(=O)Cl (benzenesulfonyl chloride), ClC=1C=CC=2N(N=C3C2C1C(C1=C(C=CC=C13)OCC1=C(C=C(C=C1C)C)C)=O)CCO (5-chloro-2-(2-hydroxyethyl)-7-[(2,4, 6-trimethylphenyl)methoxy]anthra-[1,9-cd]pyrazol-6(2H)-one), ClC=1C=CC=2N(N=C3C2C1C(C1=CC=CC(=C13)OCC1=C(C=C(C=C1C)C)C)=O)CCO (5-chloro-2-(2-hydroxyethyl)-10-[(2,4,6-trimethylphenyl)methoxy]anthra-[1,9-cd]pyrazol-6(2H)-one). Yields the product ClC=1C=CC=2N(N=C3C2C1C(C1=C(C=CC=C13)OCC1=C(C=C(C=C1C)C)C)=O)CCOS(=O)(=O)C1=CC=CC=C1 (5-Chloro-2-[2-[(benzenesulfonyl)oxy]ethyl]-7-[(2,4,6-trimethylphenyl)methoxy]anthra-[1,9-cd]pyrazol-6-(2H) one). As a reaction SMILES: [C:1]1([S:7](Cl)(=[O:9])=[O:8])[CH:6]=[CH:5][CH:4]=[CH:3][CH:2]=1.[Cl:11][C:12]1[CH:13]=[CH:14][C:15]2[N:16]([CH2:40][CH2:41][OH:42])[N:17]=[C:18]3[C:27]4[C:22](=[C:23]([O:28][CH2:29][C:30]5[C:35]([CH3:36])=[CH:34][C:33]([CH3:37])=[CH:32][C:31]=5[CH3:38])[CH:24]=[CH:25][CH:26]=4)[C:21](=[O:39])[C:20]=1[C:19]=23.ClC1C=CC2N(CCO)N=C3C4C(=CC=CC=4OCC4C(C)=CC(C)=CC=4C)C(=O)C=1C=23>>[Cl:11][C:12]1[CH:13]=[CH:14][C:15]2[N:16]([CH2:40][CH2:41][O:42][S:7]([C:1]3[CH:6]=[CH:5][CH:4]=[CH:3][CH:2]=3)(=[O:9])=[O:8])[N:17]=[C:18]3[C:27]4[C:22](=[C:23]([O:28][CH2:29][C:30]5[C:35]([CH3:36])=[CH:34][C:33]([CH3:37])=[CH:32][C:31]=5[CH3:38])[CH:24]=[CH:25][CH:26]=4)[C:21](=[O:39])[C:20]=1[C:19]=23. Procedure details: Starting with benzenesulfonyl chloride and the mixture of regioisomers of 5-chloro-2-(2-hydroxyethyl)-7-[(2,4,6-trimethylphenyl)methoxy]anthra-[1,9-cd]pyrazol-6(2H)-one II and 5-chloro-2-(2-hydroxyethyl)-10-[(2,4,6-trimethylphenyl) methoxy]anthra-[1,9-cd]pyrazol-6(2H)-one III, using the procedure of example 3, the title compound was prepared. Starting materials: [I-].C(C)(C)C1=C(C=CC(=C1)C(F)(F)F)C=1OCC([N+]1C)(C)C (2-(2-isopropyl-4-trifluoromethyl-phenyl)-3,4,4-trimethyl-4,5-dihydro-oxazol-3-ium iodide), [OH-].[Na+] (NaOH), Cl (HCl). The solvent is CO (methanol). Reaction conditions: temperature 75 celsius, time 3 hour. Product: C(C)(C)C1=C(C(=O)O)C=CC(=C1)C(F)(F)F (2-Isopropyl-4-trifluoromethyl-benzoic acid). Yield: 90.3%. Reaction SMILES: [I-].[CH:2]([C:5]1[CH:10]=[C:9]([C:11]([F:14])([F:13])[F:12])[CH:8]=[CH:7][C:6]=1[C:15]1[O:16]CC(C)(C)[N+]=1C)([CH3:4])[CH3:3].[OH-:23].[Na+].Cl>CO>[CH:2]([C:5]1[CH:10]=[C:9]([C:11]([F:12])([F:13])[F:14])[CH:8]=[CH:7][C:6]=1[C:15]([OH:16])=[O:23])([CH3:3])[CH3:4] |f:0.1,2.3|. Procedure: To a solution of 2-(2-isopropyl-4-trifluoromethyl-phenyl)-3,4,4-trimethyl-4,5-dihydro-oxazol-3-ium iodide (step 2) (1.26 g, 2.949 mmol) in 12 ml methanol were added 5N NaOH solution (11.8 ml, 58.98 mmol). The mixture was stirred in a 75° C. oil bath for 3 hours. The solution was cooled in an ice bath and acidified to pH 1 with a 5N HCl solution. The methanol was removed in vacuo. The suspension was stirred in an ice bath. The solid was filtered, washed with water and dried in vacuo to provide 61...